This data is from the Open Reaction Database (ORD), a public repository of structured organic reaction records. The task is: describe an organic reaction: reactants, conditions, products, and yield Reactants: C(C)OCC1=NN(C2=C1C=NC(=C2)NC(=O)N[C@H](C)C2=CC=CC=C2)C(C2=CC=CC=C2)(C2=CC=CC=C2)C2=CC=CC=C2 ((R)-1-(3-(ethoxymethyl)-1-trityl-1H-pyrazolo[4,3-c]pyridin-6-yl)-3-(1-phenylethyl)urea), FC(C(=O)O)(F)F (trifluoroacetic acid), C(C)[SiH](CC)CC (triethylsilane). The solvent is ClCCl (dichloromethane). Conditions: time 18 hour. The product is C(C)OCC1=NNC2=C1C=NC(=C2)NC(=O)N[C@H](C)C2=CC=CC=C2 (1-[3-(ethoxymethyl)-1H-pyrazolo[4,3-c]pyridin-6-yl]-3-[(1R)-1-phenylethyl]urea). Yield: 28.3%. Reaction SMILES: [CH2:1]([O:3][CH2:4][C:5]1[C:9]2[CH:10]=[N:11][C:12]([NH:14][C:15]([NH:17][C@@H:18]([C:20]3[CH:25]=[CH:24][CH:23]=[CH:22][CH:21]=3)[CH3:19])=[O:16])=[CH:13][C:8]=2[N:7](C(C2C=CC=CC=2)(C2C=CC=CC=2)C2C=CC=CC=2)[N:6]=1)[CH3:2].FC(F)(F)C(O)=O.C([SiH](CC)CC)C>ClCCl>[CH2:1]([O:3][CH2:4][C:5]1[C:9]2[CH:10]=[N:11][C:12]([NH:14][C:15]([NH:17][C@@H:18]([C:20]3[CH:21]=[CH:22][CH:23]=[CH:24][CH:25]=3)[CH3:19])=[O:16])=[CH:13][C:8]=2[NH:7][N:6]=1)[CH3:2]. Reported procedure: To the solution of (R)-1-(3-(ethoxymethyl)-1-trityl-1H-pyrazolo[4,3-c]pyridin-6-yl)-3-(1-phenylethyl)urea (130 mg, 0.223 mmol) and trifluoroacetic acid (0.856 ml, 11.17 mmol) in dichloromethane (2.0 ml) was added triethylsilane (39.0 mg, 0.335 mmol). The resulting mixture was allowed to stir at rt for 18 h. The reaction was concentrated in vacuo and submitted for reversed phase HPLC purification to provide the desired product (28.5 mg, 0.063 mmol, 28.1% yield). MS ESI calc'd. for C18H21N5O2 [M+H... Reactants: C(C1=CC=CC=C1)OC(CO)CO (2-(benzyloxy)-1,3-propanediol), [H-].[Na+] (sodium hydride), C(CCCCCCCCCCCCCCCCC)I (octadecyl iodide), O1CCCC1 (tetrahydrofuran). Solvent: CN(C=O)C (dimethylformamide), O (Water). The product is C(C1=CC=CC=C1)OC(CO)COCCCCCCCCCCCCCCCCCC (2-(Benzyloxy)-3-(octadecyloxy)-1-propanol). As a reaction SMILES: [H-].[Na+].[CH2:3]([O:10][CH:11]([CH2:14][OH:15])[CH2:12][OH:13])[C:4]1[CH:9]=[CH:8][CH:7]=[CH:6][CH:5]=1.[CH2:16](I)[CH2:17][CH2:18][CH2:19][CH2:20][CH2:21][CH2:22][CH2:23][CH2:24][CH2:25][CH2:26][CH2:27][CH2:28][CH2:29][CH2:30][CH2:31][CH2:32][CH3:33].O1CCCC1>CN(C)C=O.O>[CH2:3]([O:10][CH:11]([CH2:12][O:13][CH2:33][CH2:32][CH2:31][CH2:30][CH2:29][CH2:28][CH2:27][CH2:26][CH2:25][CH2:24][CH2:23][CH2:22][CH2:21][CH2:20][CH2:19][CH2:18][CH2:17][CH3:16])[CH2:14][OH:15])[C:4]1[CH:9]=[CH:8][CH:7]=[CH:6][CH:5]=1 |f:0.1|. Procedure details: To a suspension of about 26.07 g of washed about 50% sodium hydride in about 1000 ml of dimethylformamide was added about 90 g of 2-(benzyloxy)-1,3-propanediol with stirring under argon. An about 187.88 g portion of octadecyl iodide and about 150 ml of tetrahydrofuran were added and the thick mixture was stirred with a glass rod, and then with magnetic stirring for about 3 hours. Water was then added and the mixture was extracted with ether. The ether extract was washed with brine, dried and fil... Reactants: NC=1C2=C(N=C(N1)N1N=C(C3=CC(=CC=C13)Cl)CCC(C(F)(F)F)(F)F)NC(C2(C(=O)NN)C)=O (4-amino-2-[5-chloro-3-(3,3,4,4,4-pentafluorobutyl)-1H-indazol-1-yl]-5-methyl-6-oxo-6,7-dihydro-5H-pyrrolo[2,3-d]pyrimidine-5-carbohydrazide), C(C)(=O)N1C=NC=C1 (1-acetylimidazole), resultant mixture. The solvent is C1CCOC1 (THF). The product is C(C)(=O)N(N)C(=O)C1(C(NC=2N=C(N=C(C21)N)N2N=C(C1=CC(=CC=C21)Cl)CCC(C(F)(F)F)(F)F)=O)C (N-acetyl-4-amino-2-[5-chloro-3-(3,3,4,4,4-pentafluorobutyl)-1H-indazol-1-yl]-5-methyl-6-oxo-6,7-dihydro-5H-pyrrolo[2,3-d]pyrimidine-5-carbohydrazide). RXN SMILES: [NH2:1][C:2]1[C:3]2[C:29]([CH3:34])([C:30]([NH:32][NH2:33])=[O:31])[C:28](=[O:35])[NH:27][C:4]=2[N:5]=[C:6]([N:8]2[C:16]3[C:11](=[CH:12][C:13]([Cl:17])=[CH:14][CH:15]=3)[C:10]([CH2:18][CH2:19][C:20]([F:26])([F:25])[C:21]([F:24])([F:23])[F:22])=[N:9]2)[N:7]=1.[C:36](N1C=CN=C1)(=[O:38])[CH3:37]>C1COCC1>[C:36]([N:32]([C:30]([C:29]1([CH3:34])[C:3]2[C:2]([NH2:1])=[N:7][C:6]([N:8]3[C:16]4[C:11](=[CH:12][C:13]([Cl:17])=[CH:14][CH:15]=4)[C:10]([CH2:18][CH2:19][C:20]([F:25])([F:26])[C:21]([F:23])([F:24])[F:22])=[N:9]3)=[N:5][C:4]=2[NH:27][C:28]1=[O:35])=[O:31])[NH2:33])(=[O:38])[CH3:37]. Procedure details: To a THF solution (3 mL) of the intermediate from Step A (100 mg, 0.193 mmol) was added 1-acetylimidazole (85 mg, 0.771 mmol). The resultant mixture was stirred at ambient temperature under a nitrogen atmosphere for 3 hours then purified by preparative TLC using 10% MeOH/1% NH4OH I DCM as eluent to give the indicated product. m/z=561.1 (M+H). Reactants: CC(C(=O)OCC)CC#CCCC (ethyl 2-methyl-4-octynoate), C(CCC)[Li] (n-butyllithium), CCCCCC (hexane), CP(OC)(OC)=O (dimethyl methylphosphonate), CC(C(=O)OC)CC#CCCC (methyl 2-methyl-4-octynoate). The solvent is C1CCOC1 (THF), C1CCOC1 (THF), O (water), C(C)(=O)O (acetic acid). Run at temperature -78 celsius. Yields the product CC(C(C)=O)CC(CCCC)P(OC)(OC)=O (dimethyl 3-methyl-2-oxo-5-nonanylphosphonate). The yield is 95.4%. Reaction SMILES: C([Li])CCC.CCCCCC.C[P:13](=[O:18])([O:16][CH3:17])[O:14][CH3:15].[CH3:19][CH:20]([CH2:26][C:27]#[C:28][CH2:29][CH2:30][CH3:31])[C:21]([O:23]CC)=O.[CH3:32]C(CC#CCCC)C(OC)=O>C1COCC1.O.C(O)(=O)C>[CH3:19][CH:20]([CH2:26][CH:27]([P:13](=[O:18])([O:16][CH3:17])[O:14][CH3:15])[CH2:28][CH2:29][CH2:30][CH3:31])[C:21](=[O:23])[CH3:32]. Procedure details: Under argon atmosphere, a solution of n-butyllithium in hexane (1.58N, 41.8 ml, 0.066 mol) was dropwise added to a solution of dimethyl methylphosphonate (8.2 g, 0.066 mol) in anhydrous THF (120 ml) with stirring at -78° C., and the mixture was further stirred for 30 minutes. To the mixture there was dropwise added a solution of ethyl 2-methyl-4-octynoate (5.0 g, 0.0275 mol) containing 13% of methyl 2-methyl-4-octynoate in anhydrous THF (10 ml), and the whole mixture was stirred for 30 minutes. ... The reactants are COc1ncc(Nc2ncc(C(C)(C)CO[Si](C)(C)C(C)(C)C)cc2-c2nc(C)nc(N)n2)cc1F, C1CCOC1. The product is COc1ncc(Nc2ncc(C(C)(C)CO)cc2-c2nc(C)nc(N)n2)cc1F. Reaction SMILES: [C:1]([Si:2]([CH3:3])([CH3:4])[O:6][CH2:7][C:8]([CH3:9])([CH3:10])[c:11]1[cH:12][c:13](-[c:27]2[n:28][c:29]([NH2:34])[n:30][c:31]([CH3:33])[n:32]2)[c:14]([NH:17][c:18]2[cH:19][n:20][c:21]([O:25][CH3:26])[c:22]([F:24])[cH:23]2)[n:15][cH:16]1)([CH3:5])([CH3:35])[CH3:36].[CH2:37]1[O:38][CH2:39][CH2:40][CH2:41]1>>[OH:6][CH2:7][C:8]([CH3:9])([CH3:10])[c:11]1[cH:12][c:13](-[c:27]2[n:28][c:29]([NH2:34])[n:30][c:31]([CH3:33])[n:32]2)[c:14]([NH:17][c:18]2[cH:19][n:20][c:21]([O:25][CH3:26])[c:22]([F:24])[cH:23]2)[n:15][cH:16]1. Starting materials: ClC(=C(C)C)N(C)C (1-Chloro-N,N,2-trimethyl-1-propenylamine), N1(CCC1)C(=O)C=1N=CC(=NC1)OC=1C=C(C(=O)O)C=C(C1)O[C@H](COC)C (3-{[5-(azetidin-1-ylcarbonyl)pyrazin-2-yl]oxy}-5-{[(1S)-1-methyl-2-(methyloxy)ethyl]oxy}benzoic acid), NC1=NC=CC=C1 (2-Aminopyridine), N1=CC=CC=C1 (pyridine). The solvent is C(Cl)Cl (DCM). Run at time 30 minute. The product is N1(CCC1)C(=O)C=1N=CC(=NC1)OC=1C=C(C(=O)NC2=NC=CC=C2)C=C(C1)O[C@H](COC)C (3-{[5-(Azetidin-1-ylcarbonyl)pyrazin-2-yl]oxy}-5-{[(1S)-1-methyl-2-(methyloxy)ethyl]oxy}-N-pyridin-2-ylbenzamide). Isolated yield 18.1%. As a reaction SMILES: ClC(N(C)C)=C(C)C.[N:9]1([C:13]([C:15]2[N:16]=[CH:17][C:18]([O:21][C:22]3[CH:23]=[C:24]([CH:28]=[C:29]([O:31][C@@H:32]([CH3:36])[CH2:33][O:34][CH3:35])[CH:30]=3)[C:25]([OH:27])=O)=[N:19][CH:20]=2)=[O:14])[CH2:12][CH2:11][CH2:10]1.[NH2:37][C:38]1[CH:43]=[CH:42][CH:41]=[CH:40][N:39]=1.N1C=CC=CC=1>C(Cl)Cl>[N:9]1([C:13]([C:15]2[N:16]=[CH:17][C:18]([O:21][C:22]3[CH:23]=[C:24]([CH:28]=[C:29]([O:31][C@@H:32]([CH3:36])[CH2:33][O:34][CH3:35])[CH:30]=3)[C:25]([NH:37][C:38]3[CH:43]=[CH:42][CH:41]=[CH:40][N:39]=3)=[O:27])=[N:19][CH:20]=2)=[O:14])[CH2:12][CH2:11][CH2:10]1. Procedure details: 1-Chloro-N,N,2-trimethyl-1-propenylamine (0.080 mL, 0.6 mmol) was added to a solution of 3-{[5-(azetidin-1-ylcarbonyl)pyrazin-2-yl]oxy}-5-{[(1S)-1-methyl-2-(methyloxy)ethyl]oxy}benzoic acid (193 mg, 0.50 mmol) in DCM (10 mL) and stirred at RT for 30 minutes. 2-Aminopyridine (57 mg, 0.6 mmol) and pyridine (0.082 mL, 1 mmol) were added and the reaction stirred for a further 16 hours. The solvent was removed in vacuo and the residue was taken up in ethyl acetate (50 mL). The organic phase was washe...